Task: describe an organic reaction: reactants, conditions, products, and yield. Dataset: the Open Reaction Database (ORD), a public repository of structured organic reaction records Starting materials: S1C=C(C=C1)C(=O)O (3-thiophenecarboxylic acid), C(C)#N (acetonitrile), N,N'-carbonyldiimidazole, NC1=NC2=NC(=CC=C2C=C1)Cl (2-amino-7-chloro-1,8-naphthyridine). The solvent is O (water). Reaction conditions: temperature 4 celsius. Yields the product ClC1=CC=C2C=CC(=NC2=N1)NC(=O)C1=CSC=C1 (N-(7-Chloro-1,8-naphthyridin-2-yl)-3-thiophenecarboxamide). The yield is 27.7%. Reaction SMILES: [S:1]1[CH:5]=[CH:4][C:3]([C:6]([OH:8])=O)=[CH:2]1.[NH2:9][C:10]1[CH:19]=[CH:18][C:17]2[C:12](=[N:13][C:14]([Cl:20])=[CH:15][CH:16]=2)[N:11]=1.C(#N)C>O>[Cl:20][C:14]1[N:13]=[C:12]2[C:17]([CH:18]=[CH:19][C:10]([NH:9][C:6]([C:3]3[CH:4]=[CH:5][S:1][CH:2]=3)=[O:8])=[N:11]2)=[CH:16][CH:15]=1. Reported procedure: The procedure is similar to that described in Example 1, but starting with 3-thiophenecarboxylic acid (16 g), N,N'-carbonyldiimidazole (20.1 g) and 2-amino-7-chloro-1,8-naphthyridine (16.8 g). The product produced by precipitation in water (10.6 g; m.p. 250° C.) is dissolved in boiling acetonitrile (980 cc). After 2 hours' cooling at 4° C., the crystallised solid is separated by filtration, washed with acetonitrile (2×25 cc) and dried at 40° C. under reduced pressure (0.067 kPa). N-(7-Chloro-1,8... Starting materials: C1(=CC=CC=C1)C(O)(C1CCNCC1)C1=CC=CC=C1 (α,α -diphenyl-4-piperidine-methanol), C([O-])(O)=O.[Na+] (sodium bicarbonate), ClCC(=O)C1=CC=C(C=C1)F (2-chloro-4'-fluoroacetophenone). The solvent is C1=CC=CC=C1 (benzene), C1=CC=CC=C1 (benzene). Product: O.Cl.FC1=CC=C(C=C1)C(CN1CCC(CC1)C(C1=CC=CC=C1)(C1=CC=CC=C1)O)=O (4'-Fluoro-2-[4-(α -hydroxy-α -phenylbenzyl)piperidino] -acetophenone hydrochloride hydrate). RXN SMILES: [C:1]1([C:7]([C:15]2[CH:20]=[CH:19][CH:18]=[CH:17][CH:16]=2)([CH:9]2[CH2:14][CH2:13][NH:12][CH2:11][CH2:10]2)[OH:8])[CH:6]=[CH:5][CH:4]=[CH:3][CH:2]=1.C(=O)(O)[O-].[Na+].[Cl:26][CH2:27][C:28]([C:30]1[CH:35]=[CH:34][C:33]([F:36])=[CH:32][CH:31]=1)=[O:29]>C1C=CC=CC=1>[OH2:8].[ClH:26].[F:36][C:33]1[CH:34]=[CH:35][C:30]([C:28](=[O:29])[CH2:27][N:12]2[CH2:13][CH2:14][CH:9]([C:7]([OH:8])([C:15]3[CH:20]=[CH:19][CH:18]=[CH:17][CH:16]=3)[C:1]3[CH:2]=[CH:3][CH:4]=[CH:5][CH:6]=3)[CH2:10][CH2:11]2)=[CH:31][CH:32]=1 |f:1.2,5.6.7|. Procedure: To 40 g (0.15 mole) of α,α -diphenyl-4-piperidine-methanol in 800 ml of benzene was added 16.8 g (0.2 mole) of sodium bicarbonate followed by 27.6 g (0.16 mole) of 2-chloro-4'-fluoroacetophenone in 25 ml of benzene. The mixture was stirred and refluxed for 53 hours, filtered, and the filtrate was concentrated to an oil. The oil was dissolved in diethyl ether, washed with water, dried over anhydrous magnesium sulfate, filtered and treated with ethereal HCl. The resulting precipitate was recrystal... The reactants are C(C)(C)(C)C=1C=C(C(=C(C1)NC(=O)C=1N(C2=C(C=CC=C2C1)CN1CCN(CC1)C(=O)OC(C)(C)C)C)OC)NS(=O)(=O)C (tert-butyl 4-[2-(5-tert-butyl-3-methanesulphonylamino-2-methoxy-phenylcarbamoyl)-1-methyl-1H-indol-7-ylmethyl]-piperazine-1-carboxylate), Cl (HCl), CO (methanol). The solvent is solution, C(C)(C)O (isopropanol). Run at time 12 hour. Product: Cl.Cl.C(C)(C)(C)C=1C=C(C(=C(C1)NC(=O)C=1N(C2=C(C=CC=C2C1)CN1CCNCC1)C)OC)NS(=O)(=O)C (1-methyl-7-piperazin-1-ylmethyl-1H-indole-2-carboxylic acid(5-tert-butyl-3-methanesulphonylamino-2-methoxy-phenyl)-amide dihydrochloride). RXN SMILES: [C:1]([C:5]1[CH:6]=[C:7]([NH:40][S:41]([CH3:44])(=[O:43])=[O:42])[C:8]([O:38][CH3:39])=[C:9]([NH:11][C:12]([C:14]2[N:15]([CH3:37])[C:16]3[C:21]([CH:22]=2)=[CH:20][CH:19]=[CH:18][C:17]=3[CH2:23][N:24]2[CH2:29][CH2:28][N:27](C(OC(C)(C)C)=O)[CH2:26][CH2:25]2)=[O:13])[CH:10]=1)([CH3:4])([CH3:3])[CH3:2].CO.[ClH:47]>C(O)(C)C>[ClH:47].[ClH:47].[C:1]([C:5]1[CH:6]=[C:7]([NH:40][S:41]([CH3:44])(=[O:43])=[O:42])[C:8]([O:38][CH3:39])=[C:9]([NH:11][C:12]([C:14]2[N:15]([CH3:37])[C:16]3[C:21]([CH:22]=2)=[CH:20][CH:19]=[CH:18][C:17]=3[CH2:23][N:24]2[CH2:25][CH2:26][NH:27][CH2:28][CH2:29]2)=[O:13])[CH:10]=1)([CH3:4])([CH3:2])[CH3:3] |f:4.5.6|. Procedure details: 2.29 g tert-butyl 4-[2-(5-tert-butyl-3-methanesulphonylamino-2-methoxy-phenylcarbamoyl)-1-methyl-1H-indol-7-ylmethyl]-piperazine-1-carboxylate are dissolved in 25 ml of a 5 M solution of HCl in isopropanol and stirred for 12 hours at ambient temperature. Then the solvents are eliminated in vacuo and the residue is twice taken up with 20 ml of methanol and this is then eliminated again in vacuo. Starting materials: ClC(=O)OCC(Cl)(Cl)Cl (2,2,2-Trichloroethyl chloroformate), C([O-])([O-])=O.[K+].[K+] (potassium carbonate), NC1=CC(=C(C=C1)C1=NC(=NO1)C=1OC=CC1)Cl (5-(4-amino-2-chlorophenyl)-3-(2-furanyl)-1,2,4-oxadiazole). Run in O1CCOCC1 (dioxane). Yields the product ClC=1C=C(C=CC1C1=NC(=NO1)C=1OC=CC1)NC(OCC(Cl)(Cl)Cl)=O ([3-Chloro-4-[3-(2-furanyl)-1,2,4-oxadiazol-5-yl]phenyl]carbamic acid, 2,2,2-trichloroethyl ester). The yield is 55.3%. RXN SMILES: Cl[C:2]([O:4][CH2:5][C:6]([Cl:9])([Cl:8])[Cl:7])=[O:3].C(=O)([O-])[O-].[K+].[K+].[NH2:16][C:17]1[CH:22]=[CH:21][C:20]([C:23]2[O:27][N:26]=[C:25]([C:28]3[O:29][CH:30]=[CH:31][CH:32]=3)[N:24]=2)=[C:19]([Cl:33])[CH:18]=1>O1CCOCC1>[Cl:33][C:19]1[CH:18]=[C:17]([NH:16][C:2](=[O:3])[O:4][CH2:5][C:6]([Cl:9])([Cl:8])[Cl:7])[CH:22]=[CH:21][C:20]=1[C:23]1[O:27][N:26]=[C:25]([C:28]2[O:29][CH:30]=[CH:31][CH:32]=2)[N:24]=1 |f:1.2.3|. Procedure details: 2,2,2-Trichloroethyl chloroformate (1.56 g) is added to a mixture of 1.05 g of potassium carbonate and 1.3 g of 5-(4-amino-2-chlorophenyl)-3-(2-furanyl)-1,2,4-oxadiazole in 30 ml of dioxane. The mixture is heated at reflux for 2 hours and concentrated to dryness. The residue is partitioned between water and chloroform and the aqueous layer is extracted twice with chloroform. The combined chloroform extract is dried, filtered and concentrated to yield the crude product. Recrystallization from ben... The reactants are BrCc1ccccc1, O=C([O-])[O-], CCO, [Cs+], [Cs+], O=C1NCCc2c(O)cccc21. Yields the product O=C1NCCc2c(OCc3ccccc3)cccc21. As a reaction SMILES: [Br:19][CH2:20][c:21]1[cH:22][cH:23][cH:24][cH:25][cH:26]1.[C:13](=[O:14])([O-:15])[O-:16].[CH3:27][CH2:28][OH:29].[Cs+:17].[Cs+:18].[OH:1][c:2]1[c:3]2[c:8]([cH:9][cH:10][cH:11]1)[C:7](=[O:12])[NH:6][CH2:5][CH2:4]2>>[O:1]([c:2]1[c:3]2[c:8]([cH:9][cH:10][cH:11]1)[C:7](=[O:12])[NH:6][CH2:5][CH2:4]2)[CH2:20][c:21]1[cH:22][cH:23][cH:24][cH:25][cH:26]1. Reactants: [BH4-], CC(=O)O, O=Cc1ccccc1, Nc1cccc(N2CCNC2=O)c1, [Na+], C1CCOC1. Product: O=C1NCCN1c1cccc(NCc2ccccc2)c1. RXN SMILES: [BH4-:26].[CH3:22][C:23](=[O:24])[OH:25].[CH:14](=[O:15])[c:16]1[cH:17][cH:18][cH:19][cH:20][cH:21]1.[NH2:1][c:2]1[cH:3][c:4]([N:8]2[C:9](=[O:13])[NH:10][CH2:11][CH2:12]2)[cH:5][cH:6][cH:7]1.[Na+:27].[O:28]1[CH2:29][CH2:30][CH2:31][CH2:32]1>>[NH:1]([c:2]1[cH:3][c:4]([N:8]2[C:9](=[O:13])[NH:10][CH2:11][CH2:12]2)[cH:5][cH:6][cH:7]1)[CH2:14][c:16]1[cH:17][cH:18][cH:19][cH:20][cH:21]1. Reactants: [N+](=O)([O-])C1=C(C=CC=C1)Br (2-nitrobromobenzene), BrC1=NC=CC=C1 (2-bromopyridine). The reagents and catalysts are [Cu] (copper), [Pd](Cl)Cl (palladium dichloride). Run in N (ammonia), CS(=O)C (DMSO). Reaction conditions: time 30 minute. Yields the product [N+](=O)([O-])C1=C(C=CC=C1)C1=NC=CC=C1 (2-(2-Nitrophenyl)pyridine). Isolated yield 11.8%. As a reaction SMILES: [N+:1]([C:4]1[CH:9]=[CH:8][CH:7]=[CH:6][C:5]=1Br)([O-:3])=[O:2].Br[C:12]1[CH:17]=[CH:16][CH:15]=[CH:14][N:13]=1>CS(C)=O.N.[Cu].[Pd](Cl)Cl>[N+:1]([C:4]1[CH:9]=[CH:8][CH:7]=[CH:6][C:5]=1[C:12]1[CH:17]=[CH:16][CH:15]=[CH:14][N:13]=1)([O-:3])=[O:2]. Procedure: A solution of 2-nitrobromobenzene (2.02 g), 2-bromopyridine (0.80 g), copper powder (1.29 g), and palladium dichloride (0.049 g) in 15 mL of DMSO was heated at 120° C. under N2 for 2 hours. Once cooled, the mixture was diluted with 100 mL of 10% aqueous ammonia and stirred for 30 min. This mixture was filtered, and the filtrate was extracted several times with CHCl3. The combined extracts were dried (Na2SO4) and evaporated. The crude product was purified by chromatography on silica gel with 20% ...